describe an organic reaction: reactants, conditions, products, and yield From a dataset of the Open Reaction Database (ORD), a public repository of structured organic reaction records. Reaction SMILES: [Br:1][c:2]1[c:3]([CH2:8][OH:9])[cH:4][cH:5][cH:6][cH:7]1.[CH2:10]([Li:11])[CH2:12][CH2:13][CH3:14].[O:15]=[C:16]1[CH2:17][N:18]([C:20](=[O:21])[O:22][C:23]([CH3:24])([CH3:25])[CH3:26])[CH2:19]1.[O:28]1[CH2:29][CH2:30][CH2:31][CH2:32]1.[OH2:27]>>[c:2]1([C:16]2([OH:15])[CH2:17][N:18]([C:20](=[O:21])[O:22][C:23]([CH3:24])([CH3:25])[CH3:26])[CH2:19]2)[c:3]([CH2:8][OH:9])[cH:4][cH:5][cH:6][cH:7]1. Yields the product CC(C)(C)OC(=O)N1CC(O)(c2ccccc2CO)C1. Starting materials: OCc1ccccc1Br, [Li]CCCC, CC(C)(C)OC(=O)N1CC(=O)C1, C1CCOC1, O. Reactants: COCCCCn1c(C(=O)N(CC(C)C)C2CN(C(=O)OC(C)(C)C)CC(C)(C(=O)[O-])C2)nc2ccc(F)cc21, CCO, Cl, [Na+], [OH-]. Product: COCCCCn1c(C(=O)N(CC(C)C)C2CC(C(=O)O)CN(C(=O)OC(C)(C)C)C2)nc2ccc(F)cc21. As a reaction SMILES: [CH3:1][C:2]1([C:38](=[O:39])[O-:40])[CH2:3][N:4]([C:31](=[O:32])[O:33][C:34]([CH3:35])([CH3:36])[CH3:37])[CH2:5][CH:6]([N:8]([CH2:9][CH:10]([CH3:11])[CH3:12])[C:13](=[O:14])[c:15]2[n:16][c:17]3[c:18]([n:19]2[CH2:20][CH2:21][CH2:22][CH2:23][O:24][CH3:25])[cH:26][c:27]([F:30])[cH:28][cH:29]3)[CH2:7]1.[CH3:44][CH2:45][OH:46].[ClH:43].[Na+:42].[OH-:41]>>[CH:2]1([C:38](=[O:39])[OH:40])[CH2:3][N:4]([C:31](=[O:32])[O:33][C:34]([CH3:35])([CH3:36])[CH3:37])[CH2:5][CH:6]([N:8]([CH2:9][CH:10]([CH3:11])[CH3:12])[C:13](=[O:14])[c:15]2[n:16][c:17]3[c:18]([n:19]2[CH2:20][CH2:21][CH2:22][CH2:23][O:24][CH3:25])[cH:26][c:27]([F:30])[cH:28][cH:29]3)[CH2:7]1. Reactants: CCOC(=O)C=Cc1scc(-c2ccc(OC)cc2)c1-c1ccc(C#N)cc1C, CCO, [H][H]. The product is CCOC(=O)CCc1scc(-c2ccc(OC)cc2)c1-c1ccc(C#N)cc1C. As a reaction SMILES: [C:1](#[N:2])[c:3]1[cH:4][c:5]([CH3:29])[c:6](-[c:9]2[c:10]([CH:22]=[CH:23][C:24](=[O:25])[O:26][CH2:27][CH3:28])[s:11][cH:12][c:13]2-[c:14]2[cH:15][cH:16][c:17]([O:20][CH3:21])[cH:18][cH:19]2)[cH:7][cH:8]1.[CH3:32][CH2:33][OH:34].[H:30][H:31]>>[C:1](#[N:2])[c:3]1[cH:4][c:5]([CH3:29])[c:6](-[c:9]2[c:10]([CH2:22][CH2:23][C:24](=[O:25])[O:26][CH2:27][CH3:28])[s:11][cH:12][c:13]2-[c:14]2[cH:15][cH:16][c:17]([O:20][CH3:21])[cH:18][cH:19]2)[cH:7][cH:8]1. Reactants: O=C(O)Cc1ccccc1N(Cc1ccccc1)c1c(Cl)cccc1Cl, Cc1ccccc1, Clc1ccccc1Cl. The product is O=C(O)Cc1ccccc1Nc1c(Cl)cccc1Cl. Reaction SMILES: [CH2:8]([c:9]1[cH:10][cH:11][cH:12][cH:13][cH:14]1)[N:15]([c:16]1[c:17]([Cl:23])[cH:18][cH:19][cH:20][c:21]1[Cl:22])[c:24]1[c:25]([CH2:30][C:31](=[O:32])[OH:33])[cH:26][cH:27][cH:28][cH:29]1.[CH3:1][c:2]1[cH:3][cH:4][cH:5][cH:6][cH:7]1.[Cl:34][c:35]1[cH:36][cH:37][cH:38][cH:39][c:40]1[Cl:41]>>[NH:15]([c:16]1[c:17]([Cl:23])[cH:18][cH:19][cH:20][c:21]1[Cl:22])[c:24]1[c:25]([CH2:30][C:31](=[O:32])[OH:33])[cH:26][cH:27][cH:28][cH:29]1. Starting materials: CO (MeOH), CNCCN1C2=C(SCC1)C=C(C=C2)[N+](=O)[O-] (N-methyl-2-(7-nitro-2H-benzo[b][1,4]thiazin-4(3H)-yl)ethanamine), C(C)(C)N(CC)C(C)C (diisopropylethyl amine), BrCC(=O)OC(C)(C)C (tert-butyl bromoacetate). The solvent is CN(C)C=O (DMF), C(Cl)Cl (CH2Cl2), [Cl-].[Na+].O (brine). Product: CN(CC(=O)OC(C)(C)C)CCN1C2=C(SCC1)C=C(C=C2)[N+](=O)[O-] (tert-Butyl 2-(methyl(2-(7-nitro-2H-benzo[b][1,4]thiazin-4(3H)-yl)ethyl)amino)acetate). Reaction SMILES: [CH3:1][NH:2][CH2:3][CH2:4][N:5]1[CH2:10][CH2:9][S:8][C:7]2[CH:11]=[C:12]([N+:15]([O-:17])=[O:16])[CH:13]=[CH:14][C:6]1=2.C(N(C(C)C)CC)(C)C.Br[CH2:28][C:29]([O:31][C:32]([CH3:35])([CH3:34])[CH3:33])=[O:30].CO>CN(C=O)C.[Cl-].[Na+].O.C(Cl)Cl>[CH3:1][N:2]([CH2:3][CH2:4][N:5]1[CH2:10][CH2:9][S:8][C:7]2[CH:11]=[C:12]([N+:15]([O-:17])=[O:16])[CH:13]=[CH:14][C:6]1=2)[CH2:28][C:29]([O:31][C:32]([CH3:35])([CH3:34])[CH3:33])=[O:30] |f:5.6.7|. Reported procedure: A solution of N-methyl-2-(7-nitro-2H-benzo[b][1,4]thiazin-4(3H)-yl)ethanamine (0.95 g, 3.75 mmol), diisopropylethyl amine (1.960 mL, 11.25 mmol), and tert-butyl bromoacetate (0.61 mL, 4.13 mmol) in DMF (20 mL) was heated at 55° C. for 17 hours (overnight). The yellow solution was diluted with brine (40 mL) and extracted with EtOAc (100 mL). The organic extract was separated and rinsed with brine (20 mL). The organic layer was dried (Na2SO4), filtered, and concentrated to give a yellow residue. T...